Dataset: the Open Reaction Database (ORD), a public repository of structured organic reaction records. Task: describe an organic reaction: reactants, conditions, products, and yield Reactants: CC(C)(C)P(c1ccccc1-c1ccccc1)C(C)(C)C, C1CCOC1, CCOC(C)=O, COc1ccc(Cl)c2cccnc12, [F-], [K+], CC(=O)[O-], CC(=O)[O-], [Pd+2], OB(O)c1cc2ccccc2o1. Yields the product COc1ccc(-c2cc3ccccc3o2)c2cccnc12. Reaction SMILES: [C:28]([P:29]([C:30]([CH3:31])([CH3:32])[CH3:33])[c:34]1[cH:35][cH:36][cH:37][cH:38][c:39]1-[c:40]1[cH:41][cH:42][cH:43][cH:44][cH:45]1)([CH3:46])([CH3:47])[CH3:48].[CH2:49]1[O:50][CH2:51][CH2:52][CH2:53]1.[CH3:54][CH2:55][O:56][C:57]([CH3:58])=[O:59].[Cl:1][c:2]1[c:3]2[cH:4][cH:5][cH:6][n:7][c:8]2[c:9]([O:12][CH3:13])[cH:10][cH:11]1.[F-:26].[K+:27].[O-:61][C:62]([CH3:63])=[O:64].[O-:65][C:66]([CH3:67])=[O:68].[Pd+2:60].[o:14]1[c:15]([B:23]([OH:24])[OH:25])[cH:16][c:17]2[c:18]1[cH:19][cH:20][cH:21][cH:22]2>>[c:2]1(-[c:15]2[o:14][c:18]3[c:17]([cH:16]2)[cH:22][cH:21][cH:20][cH:19]3)[c:3]2[cH:4][cH:5][cH:6][n:7][c:8]2[c:9]([O:12][CH3:13])[cH:10][cH:11]1. As a reaction SMILES: [C:1]1([N:7]2[C:12](=[O:13])[C:11]3[S:14][CH:15]=[C:16]([C:17]4[CH:22]=[CH:21][CH:20]=[CH:19][CH:18]=4)[C:10]=3[N:9]=[CH:8]2)[CH:6]=[CH:5][CH:4]=[CH:3][CH:2]=1.NC1C(C2C=CC=C([Cl:35])C=2)=CSC=1C(OC)=O.C([O:47][CH2:48]C)(OCC)OCC.COC1C=CC(N)=CC=1>C(O)(=O)C>[Cl:35][C:21]1[CH:22]=[C:17]([C:16]2[C:10]3[N:9]=[CH:8][N:7]([C:1]4[CH:6]=[CH:5][C:4]([O:47][CH3:48])=[CH:3][CH:2]=4)[C:12](=[O:13])[C:11]=3[S:14][CH:15]=2)[CH:18]=[CH:19][CH:20]=1. Solvent: C(C)(=O)O (acetic acid). The reactants are C1(=CC=CC=C1)N1C=NC2=C(C1=O)SC=C2C2=CC=CC=C2 (3,7-Diphenylthieno[3,2-d]pyrimidin-4(3H)-one), NC1=C(SC=C1C1=CC(=CC=C1)Cl)C(=O)OC (methyl 3-amino-4-(3-chlorophenyl)thiophene-2-carboxylate), C(OCC)(OCC)OCC (triethyl orthoformate), COC1=CC=C(C=C1)N (p-anisidine). Yields the product ClC=1C=C(C=CC1)C1=CSC2=C1N=CN(C2=O)C2=CC=C(C=C2)OC (7-(3-Chlorophenyl)-3-(4-methoxyphenyl)thieno[3,2-d]pyrimidin-4(3H)-one). Reported procedure: In the same manner as the synthesis of Compound 1, methyl 3-amino-4-(3-chlorophenyl)thiophene-2-carboxylate (80 mg, 0.3 mmol), triethyl orthoformate (0.66 ml), p-anisidine (68.5 mg, 0.56 mmol), and acetic acid (0.09 ml) were used to give 84 mg (0.23 mmol, 76% yield) of the title compound. The yield is 76.0%. The reactants are BrB(Br)Br, COc1ccc2cc(-c3cccc(N)c3)ccc2c1. Product: Nc1cccc(-c2ccc3cc(O)ccc3c2)c1. As a reaction SMILES: [B:20]([Br:21])([Br:22])[Br:23].[CH3:1][O:2][c:3]1[cH:4][c:5]2[cH:6][cH:7][c:8](-[c:13]3[cH:14][c:15]([NH2:19])[cH:16][cH:17][cH:18]3)[cH:9][c:10]2[cH:11][cH:12]1>>[OH:2][c:3]1[cH:4][c:5]2[cH:6][cH:7][c:8](-[c:13]3[cH:14][c:15]([NH2:19])[cH:16][cH:17][cH:18]3)[cH:9][c:10]2[cH:11][cH:12]1. Reactants: C(=O)(O)[O-].[Na+] (NaHCO3), C(C)(C)(C)OC(N(CC1=C(C=C(C=C1)OC)OC)C1=NC(=C(C=C1)N)CN)=O ((5-amino-6-aminomethyl-pyridin-2-yl)-(2,4-dimethoxy-benzyl)-carbamic acid tert-butyl ester), product, S1C=NC(=C1)C=O (1,3-thiazole-4-carbaldehyde), C(C)(=O)O (acetic acid), C(C)(=O)O[BH-](OC(C)=O)OC(C)=O.[Na+] (sodium triacetoxyborohydride). Run in ClCCCl (DCE). Run at time 16 hour. The product is C(C)(C)(C)OC(N(CC1=C(C=C(C=C1)OC)OC)C1=NC(=C(C=C1)N)CNCC=1N=CSC1)=O ((5-amino-6-{[(thiazol-4-ylmethyl)-amino]-methyl}-pyridin-2-yl)-(2,4-dimethoxy-benzyl)-carbamic acid tert-butyl ester). Yield: 29.4%. Reaction SMILES: [C:1]([O:5][C:6](=[O:28])[N:7]([C:19]1[CH:24]=[CH:23][C:22]([NH2:25])=[C:21]([CH2:26][NH2:27])[N:20]=1)[CH2:8][C:9]1[CH:14]=[CH:13][C:12]([O:15][CH3:16])=[CH:11][C:10]=1[O:17][CH3:18])([CH3:4])([CH3:3])[CH3:2].[S:29]1[CH:33]=[C:32]([CH:34]=O)[N:31]=[CH:30]1.C(O)(=O)C.C(O[BH-](OC(=O)C)OC(=O)C)(=O)C.[Na+].C([O-])(O)=O.[Na+]>ClCCCl>[C:1]([O:5][C:6](=[O:28])[N:7]([C:19]1[CH:24]=[CH:23][C:22]([NH2:25])=[C:21]([CH2:26][NH:27][CH2:34][C:32]2[N:31]=[CH:30][S:29][CH:33]=2)[N:20]=1)[CH2:8][C:9]1[CH:14]=[CH:13][C:12]([O:15][CH3:16])=[CH:11][C:10]=1[O:17][CH3:18])([CH3:4])([CH3:2])[CH3:3] |f:3.4,5.6|. Reported procedure: To a solution of (5-amino-6-aminomethyl-pyridin-2-yl)-(2,4-dimethoxy-benzyl)-carbamic acid tert-butyl ester (Example 20, product from Step 3) (422 mg, 1.1 mmol, 1 equiv), 1,3-thiazole-4-carbaldehyde (150 mg, 1.3 mmol, 1.2 equiv.) and acetic acid (32 μL, 2.2 mmol, 2 equiv) in DCE (5 mL) was added sodium triacetoxyborohydride (400 mg, 1.87 mmol, 1.7 equiv) and the reaction mixture was stirred for 16 h. Saturated NaHCO3 was added and the product was extracted with dichloromethane. The organic phase... Conditions: time 16 hour. Reaction SMILES: [Mg].[CH3:2][N:3]1[CH2:8][CH2:7][CH:6](Cl)[CH2:5][CH2:4]1.[Cl-].[NH4+].[C:12]([OH:17])(=[O:16])[C:13]([OH:15])=[O:14]>C(Br)C.O1CCCC1.CCOCC.C(O)(C)C>[C:12]([OH:17])(=[O:16])[C:13]([OH:15])=[O:14].[CH3:2][N:3]1[CH2:8][CH2:7][CH:6]([C:5]2[CH:4]=[C:12]([CH3:13])[CH:8]=[CH:7][CH:6]=2)[CH2:5][CH2:4]1 |f:2.3,9.10|. The product is oxalate salt, C(C(=O)O)(=O)O.CN1CCC(CC1)C=1C=C(C=CC1)C (1-methyl-4-(3-toluyl)piperidine oxalate). Reactants: [Mg] (magnesium), [Cl-].[NH4+] (ammonium chloride), C(C(=O)O)(=O)O (oxalic acid), 3-tolyinitrile, CN1CCC(CC1)Cl (N-methyl-4-chloropiperidine). Run in O1CCCC1 (tetrahydrofuran), ice water, C(C)(C)O (isopropanol), CCOCC (ether), O1CCCC1 (tetrahydrofuran), O1CCCC1 (tetrahydrofuran). Procedure details: A few drops of ethyl bromide are added to a stirring suspension, under nitrogen, of 3.2 g of magnesium turnings in 10 ml of tetrahydrofuran. After a reaction begins, 17.7 g of N-methyl-4-chloropiperidine in 50 ml of tetrahydrofuran are added dropwise while maintaining a moderate reflux. After total addition, the reaction mixture is heated at reflux for 1 hour and 15.2 g of 3-tolyinitrile in 10 ml of tetrahydrofuran are slowly added. After this addition is complete the reaction mixture is heated ... Reagents/catalysts: C(C)Br (ethyl bromide). Reactants: COC1=C(C(=CC=C1)OC)C1CC(C(N1)=O)C (5-(2,6-dimethoxyphenyl)-3-methylpyrrolidin-2-one), BrCC1=NC(=CC=C1)OC(F)F (2-(bromomethyl)-6-(difluoromethoxy)pyridine). The product is FC(OC1=CC=CC(=N1)CN1C(C(CC1C1=C(C=CC=C1OC)OC)C)=O)F (1-((6-(difluoromethoxy)pyridin-2-yl)methyl)-5-(2,6-dimethoxyphenyl)-3-methylpyrrolidin-2-one). RXN SMILES: [CH3:1][O:2][C:3]1[CH:8]=[CH:7][CH:6]=[C:5]([O:9][CH3:10])[C:4]=1[CH:11]1[NH:15][C:14](=[O:16])[CH:13]([CH3:17])[CH2:12]1.Br[CH2:19][C:20]1[CH:25]=[CH:24][CH:23]=[C:22]([O:26][CH:27]([F:29])[F:28])[N:21]=1>>[F:29][CH:27]([F:28])[O:26][C:22]1[N:21]=[C:20]([CH2:19][N:15]2[CH:11]([C:4]3[C:5]([O:9][CH3:10])=[CH:6][CH:7]=[CH:8][C:3]=3[O:2][CH3:1])[CH2:12][CH:13]([CH3:17])[C:14]2=[O:16])[CH:25]=[CH:24][CH:23]=1. Procedure details: Prepared according to the described general procedure 4 (GP4) by reaction of 5-(2,6-dimethoxyphenyl)-3-methylpyrrolidin-2-one with 2-(bromomethyl)-6-(difluoromethoxy)pyridine. Subsequent purification by preparative HPLC afforded the target compound. LC-MS (conditions A): tR=0.84 min.; [M+H]+: 393.19 g/mol. Reactants: C(C)(=O)C1=C(N)C=CC=C1 (2-Acetylaniline), C1(=CC=CS1)C(=O)Cl (2-thenoyl chloride), C1(CC1)C=1NC2=CC(=C(C=C2C(C1)=O)OC)OC (2-cyclopropyl-6,7dimethoxy-4(1H)-quinolone). Yields the product C1(=CC=CS1)C(=O)NC1=C(C=CC=C1)C(C)=O (N-(2-thenoyl)-2-acetylaniline). Yield: 85.4%. RXN SMILES: [C:1]([C:4]1[CH:10]=[CH:9][CH:8]=[CH:7][C:5]=1[NH2:6])(=[O:3])[CH3:2].[C:11]1([C:16](Cl)=[O:17])[S:15][CH:14]=[CH:13][CH:12]=1.C1(C2NC3C(C(=O)C=2)=CC(OC)=C(OC)C=3)CC1>>[C:11]1([C:16]([NH:6][C:5]2[CH:7]=[CH:8][CH:9]=[CH:10][C:4]=2[C:1](=[O:3])[CH3:2])=[O:17])[S:15][CH:14]=[CH:13][CH:12]=1. Procedure: 2-Acetylaniline (2.0 g) and 2-thenoyl chloride (3.2 g) were condensed in the same manner as in the preparation of compound 95 to obtain N-(2-thenoyl)-2-acetylaniline (3.1 g). The compound (2.0 g) and potassium t-butoxide (9.1 g) were reacted in the same manner as in the preparation of compound 95 to obtain 2-(2-thienyl)-4(1H)-quinolone (compound 100, 310 mg).